Dataset: the Open Reaction Database (ORD), a public repository of structured organic reaction records. Task: describe an organic reaction: reactants, conditions, products, and yield Starting materials: CC(C)(C)OC(=O)C(C)(C)OCC1CCCC(O[Si](c2ccccc2)(c2ccccc2)C(C)(C)C)C1, CCCC[N+](CCCC)(CCCC)CCCC, CC#N, [F-]. The product is CC(C)(C)OC(=O)C(C)(C)OCC1CCCC(O)C1. As a reaction SMILES: [C:1]([Si:2]([c:3]1[cH:4][cH:5][cH:25][cH:26][cH:27]1)([O:6][CH:7]1[CH2:8][CH:9]([CH2:13][O:14][C:15]([C:16](=[O:17])[O:18][C:19]([CH3:20])([CH3:21])[CH3:22])([CH3:23])[CH3:24])[CH2:10][CH2:11][CH2:12]1)[c:28]1[cH:29][cH:30][cH:31][cH:32][cH:33]1)([CH3:34])([CH3:35])[CH3:36].[CH3:38][CH2:39][CH2:40][CH2:41][N+:42]([CH2:43][CH2:44][CH2:45][CH3:46])([CH2:47][CH2:48][CH2:49][CH3:50])[CH2:51][CH2:52][CH2:53][CH3:54].[CH3:55][C:56]#[N:57].[F-:37]>>[OH:6][CH:7]1[CH2:8][CH:9]([CH2:13][O:14][C:15]([C:16](=[O:17])[O:18][C:19]([CH3:20])([CH3:21])[CH3:22])([CH3:23])[CH3:24])[CH2:10][CH2:11][CH2:12]1. The reactants are O=C([O-])[O-], CN(C)C=O, CI, [K+], [K+], O, CC(=O)c1cccc(S)c1. Yields the product CSc1cccc(C(C)=O)c1. Reaction SMILES: [C:11](=[O:12])([O-:13])[O-:14].[CH3:20][N:21]([CH3:22])[CH:23]=[O:24].[I:17][CH3:18].[K+:15].[K+:16].[OH2:19].[SH:1][c:2]1[cH:3][c:4]([C:8]([CH3:9])=[O:10])[cH:5][cH:6][cH:7]1>>[S:1]([c:2]1[cH:3][c:4]([C:8]([CH3:9])=[O:10])[cH:5][cH:6][cH:7]1)[CH3:11].